Dataset: the Open Reaction Database (ORD), a public repository of structured organic reaction records. Task: describe an organic reaction: reactants, conditions, products, and yield Starting materials: [BH4-].[Na+] (Sodium borohydride), COC(=O)C1=NC=CC(=C1)Br (4-bromo-pyridine-2-carboxylic acid methyl ester). Run in C(C)O (ethanol). Conditions: time 18 hour. The product is BrC1=CC(=NC=C1)CO ((4-Bromo-pyridin-2-yl)-methanol). Yield: 93.4%. Reaction SMILES: [BH4-].[Na+].C[O:4][C:5]([C:7]1[CH:12]=[C:11]([Br:13])[CH:10]=[CH:9][N:8]=1)=O>C(O)C>[Br:13][C:11]1[CH:10]=[CH:9][N:8]=[C:7]([CH2:5][OH:4])[CH:12]=1 |f:0.1|. Procedure: Sodium borohydride (763 mg, 20.17 mmol) was added portionwise to a solution of 4-bromo-pyridine-2-carboxylic acid methyl ester (1.98 g, 9.166 mmol) in ethanol (50 mL) under nitrogen and the reaction mixture was stirred at room temperature for 18 hours. The reaction was quenched by the addition of acetone (10 mL) and the reaction was stirred for 15 minutes. The solvent was evaporated and the residue partitioned between water and ethyl acetate. The aqueous layer was extracted with ethyl acetate an... Starting materials: C(C)(C)(C)OC(=O)N1CCN(CCC1)C1=NC2=C(N1)C=CC=C2 (1-(t-butoxycarbonyl)-4-(1H-benzimidazol-2-yl)[1,4]diazepane), C(C)(=O)OCC (ethyl acetate), [H-].[Na+] (sodium hydride), FC(OOCCOS(=O)(=O)C)(F)F (2-(methanesulfonyloxy)ethyl trifluoromethoxy ether), [I-].[Na+] (sodium iodide). The solvent is CN(C=O)C (dimethylformamide), C(C)(=O)OCC.CCCCCC (ethyl acetate hexane), C(C)(=O)OCC.CCCCCC (ethyl acetate hexane), CCCCCC (hexane). Run at temperature 80 celsius, time 2 hour. The product is C(C)(C)(C)OC(=O)N1CCN(CCC1)C1=NC2=C(N1CCOC(F)(F)F)C=CC=C2 (1-(t-butoxycarbonyl)-4-(1-(2-(trifluoromethoxy)ethyl)-1H-benzimidazol-2-yl)[1,4]diazepane). RXN SMILES: [C:1]([O:5][C:6]([N:8]1[CH2:14][CH2:13][CH2:12][N:11]([C:15]2[NH:19][C:18]3[CH:20]=[CH:21][CH:22]=[CH:23][C:17]=3[N:16]=2)[CH2:10][CH2:9]1)=[O:7])([CH3:4])([CH3:3])[CH3:2].[H-].[Na+].[F:26][C:27]([F:38])([F:37])[O:28]OCCOS(C)(=O)=O.[I-].[Na+].[C:41](OCC)(=O)[CH3:42]>C(OCC)(=O)C.CCCCCC.CCCCCC.CN(C)C=O>[C:1]([O:5][C:6]([N:8]1[CH2:14][CH2:13][CH2:12][N:11]([C:15]2[N:16]([CH2:41][CH2:42][O:28][C:27]([F:26])([F:37])[F:38])[C:17]3[CH:23]=[CH:22][CH:21]=[CH:20][C:18]=3[N:19]=2)[CH2:10][CH2:9]1)=[O:7])([CH3:4])([CH3:2])[CH3:3] |f:1.2,4.5,7.8|. Procedure details: Combine 1-(t-butoxycarbonyl)-4-(1H-benzimidazol-2-yl)[1,4]diazepane (0.31 g, 1 mmol) and dimethylformamide (8 mL). Cool in an ice-bath. Add sodium hydride (0.024 g, 1 mmol). After 2 hours, add 2-(methanesulfonyloxy)ethyl trifluoromethoxy ether (0.31 g, 1.5 mmol) and sodium iodide (0.14 g, 1 mmol). Heat to 80° C. After 6 hours, cool to ambient temperature. After 56 hours dilute the reaction mixture with ethyl acetate and extract brine. Dry the organic layer over MgSO4, filter, and evaporate in va... Reactants: CCOc1ccc(N(C(=O)OC(C)(C)C)c2c3c(nc4ccnn24)N(C2CCCN(C(=O)OC(C)(C)C)C2)CC=CC3)cc1, C, CCO, [Pd]. Yields the product CCOc1ccc(N(C(=O)OC(C)(C)C)c2c3c(nc4ccnn24)N(C2CCCN(C(=O)OC(C)(C)C)C2)CCCC3)cc1. Reaction SMILES: [C:1]([CH3:2])([CH3:3])([CH3:4])[O:5][C:6](=[O:7])[N:8]1[CH2:9][CH:10]([N:14]2[CH2:15][CH:16]=[CH:17][CH2:18][c:19]3[c:20]([N:28]([c:29]4[cH:30][cH:31][c:32]([O:35][CH2:36][CH3:37])[cH:33][cH:34]4)[C:38](=[O:39])[O:40][C:41]([CH3:42])([CH3:43])[CH3:44])[n:21]4[n:22][cH:23][cH:24][c:25]4[n:26][c:27]32)[CH2:11][CH2:12][CH2:13]1.[C:48].[CH3:45][CH2:46][OH:47].[Pd:49]>>[C:1]([CH3:2])([CH3:3])([CH3:4])[O:5][C:6](=[O:7])[N:8]1[CH2:9][CH:10]([N:14]2[CH2:15][CH2:16][CH2:17][CH2:18][c:19]3[c:20]([N:28]([c:29]4[cH:30][cH:31][c:32]([O:35][CH2:36][CH3:37])[cH:33][cH:34]4)[C:38](=[O:39])[O:40][C:41]([CH3:42])([CH3:43])[CH3:44])[n:21]4[n:22][cH:23][cH:24][c:25]4[n:26][c:27]32)[CH2:11][CH2:12][CH2:13]1. The reagents and catalysts are C1=CC=C(C=C1)P(C2=CC=CC=C2)C3=CC=CC=C3.C1=CC=C(C=C1)P(C2=CC=CC=C2)C3=CC=CC=C3.C1=CC=C(C=C1)P(C2=CC=CC=C2)C3=CC=CC=C3.C1=CC=C(C=C1)P(C2=CC=CC=C2)C3=CC=CC=C3.[Pd] (tetrakis(triphenylphosphine)palladium(O)). Product: OCCC=CC1=C2C(C(NC2=CC=C1)=O)=CC=1NC=CC1OC (1,3-dihydro-4-(4-hydroxy-but-1-enyl)-3-[(3-methoxy-1H-pyrrol-2-yl)methylene]-indol-2-one). Procedure: To a stirred solution of (Z)-1,3-dihydro-4-iodo-3-[(3-methoxy-1H-pyrrol-2-yl)methylene]-2H-indol-2-one (50 mg, 0.14 mmol) (Starting Material 2) in dimethoxyethane (5 mL) was added 4-hydroxy-1-butenyl-boronic acid (48 mg, 0.418 mmol) (from Example 68 above), tetrakis(triphenylphosphine)palladium(O) (39 mg, 0.034 mmol) (Aldrich) and 2M Na2CO3 solution in H2O (0.34 mL). The reaction mixture was stirred at 85° C. overnight in a pressure tube. The solvent was removed in vacuo, and the residue was pur... Run in C(OC)COC (dimethoxyethane), O (H2O). The reactants are IC1=C2/C(/C(NC2=CC=C1[N+](=O)[O-])=O)=C/C=1NC=CC1OC ((Z)-1,3-dihydro-4-iodo-3-[(3-methoxy-1H-pyrrol-2-yl)methylene]-5-nitro-2H-indol-2-one), IC1=C2/C(/C(NC2=CC=C1[N+](=O)[O-])=O)=C/C=1NC=CC1OC ((Z)-1,3-dihydro-4-iodo-3-[(3-methoxy-1H-pyrrol-2-yl)methylene]-5-nitro-2H-indol-2-one), OCCC=CB(O)O (4-Hydroxy-1-butenyl-boronic acid), C(=O)([O-])[O-].[Na+].[Na+] (Na2CO3). As a reaction SMILES: I[C:2]1[C:10]([N+]([O-])=O)=[CH:9][CH:8]=[C:7]2[C:3]=1/[C:4](=[CH:15]/[C:16]1[NH:17][CH:18]=[CH:19][C:20]=1[O:21][CH3:22])/[C:5](=[O:14])[NH:6]2.[OH:23][CH2:24][CH2:25][CH:26]=[CH:27]B(O)O.C([O-])([O-])=O.[Na+].[Na+]>C(COC)OC.O.C1C=CC(P(C2C=CC=CC=2)C2C=CC=CC=2)=CC=1.C1C=CC(P(C2C=CC=CC=2)C2C=CC=CC=2)=CC=1.C1C=CC(P(C2C=CC=CC=2)C2C=CC=CC=2)=CC=1.C1C=CC(P(C2C=CC=CC=2)C2C=CC=CC=2)=CC=1.[Pd]>[OH:23][CH2:24][CH2:25][CH:26]=[CH:27][C:2]1[CH:10]=[CH:9][CH:8]=[C:7]2[C:3]=1[C:4](=[CH:15][C:16]1[NH:17][CH:18]=[CH:19][C:20]=1[O:21][CH3:22])[C:5](=[O:14])[NH:6]2 |f:2.3.4,7.8.9.10.11|. Run at temperature 85 celsius, time 8 hour. Starting materials: FC1=CC=C(CN2C(CNCC2)=O)C=C1 (1-(4-fluorobenzyl)piperazin-2-one), C(=O)(N1C=NC=C1)N1C=NC=C1 (1,1′-carbonyldiimidazole), CN(C)C1=NC=CC=C1 (dimethylaminopyridine). Run in CC#N (MeCN). Reaction conditions: time 1 hour. The product is FC1=CC=C(CN2C(CN(CC2)C(=O)N2C=NC=C2)=O)C=C1 (1-(4-fluorobenzyl)-4-(1H-imidazol-1-ylcarbonyl)piperazin-2-one). As a reaction SMILES: [F:1][C:2]1[CH:15]=[CH:14][C:5]([CH2:6][N:7]2[CH2:12][CH2:11][NH:10][CH2:9][C:8]2=[O:13])=[CH:4][CH:3]=1.[C:16](N1C=CN=C1)([N:18]1[CH:22]=[CH:21][N:20]=[CH:19]1)=[O:17].CN(C1C=CC=CN=1)C>CC#N>[F:1][C:2]1[CH:15]=[CH:14][C:5]([CH2:6][N:7]2[CH2:12][CH2:11][N:10]([C:16]([N:18]3[CH:22]=[CH:21][N:20]=[CH:19]3)=[O:17])[CH2:9][C:8]2=[O:13])=[CH:4][CH:3]=1. Procedure details: To a solution of 1-(4-fluorobenzyl)piperazin-2-one (2.17 grams, 10.4 mmol) in 50 ml MeCN was added 1,1′-carbonyldiimidazole (2.03 g, 12.5 mmol) and dimethylaminopyridine (64 mg, 0.52 mmol). The solution was stirred at room temperature for 1 hour, concentrated under vacuum, and then dissolved in a mixture of CH2Cl2/CHCl3. The organic solution was washed with water three times, dried over anhydrous sodium sulfate, filtered, and concentrated under vacuum. The residue was triturated with diethyl eth... Reactants: O=C1NC2=C(CCN1C1CCN(CC1)C(=O)O[C@H](CC=1C=NC(=C(C1)C)N)C(=O)O)C=CC=C2 ((R)-2-(6-amino-5-methyl-pyridin-3-yl)-1-carboxy-ethyl 4-(2-oxo-1,2,4,5-tetrahydro-1,3-benzodiazepin-3-yl)-piperidine-1-carboxylate), CN1CCN(CC1)C1CCNCC1 (1-methyl-4-piperidin-4-yl-piperazine). The product is O=C1NC2=C(CCN1C1CCN(CC1)C(=O)O[C@@H](C(=O)N1CCC(CC1)N1CCN(CC1)C)CC=1C=NC(=C(C1)C)N)C=CC=C2 ((R)-1-(6-amino-5-methyl-pyridin-3-ylmethyl)-2-[4-(4-methyl-piperazin-1-yl)-piperidin-1-yl]-2-oxo-ethyl 4-(2-oxo-1,2,4,5-tetrahydro-1,3-benzodiazepin-3-yl)-piperidine-1-carboxylate). Reaction SMILES: [O:1]=[C:2]1[N:8]([CH:9]2[CH2:14][CH2:13][N:12]([C:15]([O:17][C@@H:18]([C:28]([OH:30])=O)[CH2:19][C:20]3[CH:21]=[N:22][C:23]([NH2:27])=[C:24]([CH3:26])[CH:25]=3)=[O:16])[CH2:11][CH2:10]2)[CH2:7][CH2:6][C:5]2[CH:31]=[CH:32][CH:33]=[CH:34][C:4]=2[NH:3]1.[CH3:35][N:36]1[CH2:41][CH2:40][N:39]([CH:42]2[CH2:47][CH2:46][NH:45][CH2:44][CH2:43]2)[CH2:38][CH2:37]1>>[O:1]=[C:2]1[N:8]([CH:9]2[CH2:10][CH2:11][N:12]([C:15]([O:17][C@H:18]([CH2:19][C:20]3[CH:21]=[N:22][C:23]([NH2:27])=[C:24]([CH3:26])[CH:25]=3)[C:28]([N:45]3[CH2:44][CH2:43][CH:42]([N:39]4[CH2:38][CH2:37][N:36]([CH3:35])[CH2:41][CH2:40]4)[CH2:47][CH2:46]3)=[O:30])=[O:16])[CH2:13][CH2:14]2)[CH2:7][CH2:6][C:34]2[CH:33]=[CH:32][CH:31]=[CH:5][C:4]=2[NH:3]1. Reported procedure: Analogously to Example 1 h the product was obtained from 50 mg (0.11 mmol) of (R)-2-(6-amino-5-methyl-pyridin-3-yl)-1-carboxy-ethyl 4-(2-oxo-1,2,4,5-tetrahydro-1,3-benzodiazepin-3-yl)-piperidine-1-carboxylate and 20 mg (0.11 mmol) 1-methyl-4-piperidin-4-yl-piperazine.